This data is from the Open Reaction Database (ORD), a public repository of structured organic reaction records. The task is: describe an organic reaction: reactants, conditions, products, and yield The reactants are CN(C1=CC=C(C=C1)C1C(OC2=C1C(=C(C(=C2C)C)O)C)(C)C)C ((4-(dimethylamino)phenyl]-2,2,4,6,7-pentamethyl-2,3-dihydrobenzofuran-5-ol), C(C1=CC=CC=C1)Br (benzyl bromide). Product: C(C1=CC=CC=C1)OC=1C(=C(C2=C(C(C(O2)(C)C)C2=CC=C(C=C2)N(C)C)C1C)C)C (5-Benzyloxy-3-[4-(dimethylamino)phenyl]-2,2,4,6,7-pentamethyl-2,3-dihydrobenzofuran). Yield: 40.0%. RXN SMILES: [CH3:1][N:2]([CH3:24])[C:3]1[CH:8]=[CH:7][C:6]([CH:9]2[C:13]3[C:14]([CH3:21])=[C:15]([OH:20])[C:16]([CH3:19])=[C:17]([CH3:18])[C:12]=3[O:11][C:10]2([CH3:23])[CH3:22])=[CH:5][CH:4]=1.[CH2:25](Br)[C:26]1[CH:31]=[CH:30][CH:29]=[CH:28][CH:27]=1>>[CH2:25]([O:20][C:15]1[C:16]([CH3:19])=[C:17]([CH3:18])[C:12]2[O:11][C:10]([CH3:22])([CH3:23])[CH:9]([C:6]3[CH:7]=[CH:8][C:3]([N:2]([CH3:1])[CH3:24])=[CH:4][CH:5]=3)[C:13]=2[C:14]=1[CH3:21])[C:26]1[CH:31]=[CH:30][CH:29]=[CH:28][CH:27]=1. Reported procedure: Using 3-[(4-(dimethylamino)phenyl]-2,2,4,6,7-pentamethyl-2,3-dihydrobenzofuran-5-ol and benzyl bromide, the title compound was obtained in the same manner as in Example 1. Starting materials: C(=O)(OC(C)(C)C)NC1CC(C1)CO (3-(N-BOC-amino)-cyclobutanemethanol), N(=NC(=O)OCC)C(=O)OCC (diethyl azodicarboxylate), ON1C(C=2C(C1=O)=CC=CC2)=O (N-hydroxyphthalimide), C1(=CC=CC=C1)P(C1=CC=CC=C1)C1=CC=CC=C1 (triphenylphosphine). Product: C(=O)(OC(C)(C)C)NC1CC(C1)CON1C(C2=CC=CC=C2C1=O)=O (2-[3-(N-BOC-amino)-cyclobutylmethoxy]-1H-isoindole-1,3(2H)-dione). RXN SMILES: [C:1]([NH:8][CH:9]1[CH2:12][CH:11]([CH2:13][OH:14])[CH2:10]1)([O:3][C:4]([CH3:7])([CH3:6])[CH3:5])=[O:2].O[N:16]1[C:20](=[O:21])[C:19]2=[CH:22][CH:23]=[CH:24][CH:25]=[C:18]2[C:17]1=[O:26].C1(P(C2C=CC=CC=2)C2C=CC=CC=2)C=CC=CC=1.N(C(OCC)=O)=NC(OCC)=O>>[C:1]([NH:8][CH:9]1[CH2:12][CH:11]([CH2:13][O:14][N:16]2[C:20](=[O:21])[C:19]3[C:18](=[CH:25][CH:24]=[CH:23][CH:22]=3)[C:17]2=[O:26])[CH2:10]1)([O:3][C:4]([CH3:7])([CH3:6])[CH3:5])=[O:2]. Reported procedure: Analogously to Example 6a, starting from 1.59 g (0.0079 mol) of 3-(N-BOC-amino)-cyclobutanemethanol (EP 0 366 059 A2), 1.29 g (0.0079 mol) of N-hydroxyphthalimide, 2.07 g (0.0079 mol) of triphenylphosphine and 1.39 ml (0.0083 mol) of diethyl azodicarboxylate (93%), the title compound is obtained, m.p. 108°-109° C. Starting materials: C(C1=CC=CC=C1)OC(=O)N[C@H](C(=O)O)CC1CCCCC1 (2(S)-benzyloxycarbonylamino-3-cyclohexylpropionic acid), S(=O)(Cl)Cl (thionyl chloride), C1(=CC=CC=C1)C (toluene). Run in C(C)O (ethanol). Conditions: time 18 hour. Yields the product C(C)OC([C@H](CC1CCCCC1)NC(=O)OCC1=CC=CC=C1)=O (2(S)-benzyloxycarbonylamino-3-cyclohexyl-propionic acid ethyl ester). As a reaction SMILES: [CH2:1]([O:8][C:9]([NH:11][C@@H:12]([CH2:16][CH:17]1[CH2:22][CH2:21][CH2:20][CH2:19][CH2:18]1)[C:13]([OH:15])=[O:14])=[O:10])[C:2]1[CH:7]=[CH:6][CH:5]=[CH:4][CH:3]=1.S(Cl)(Cl)=O.[C:27]1(C)C=CC=C[CH:28]=1>C(O)C>[CH2:27]([O:14][C:13](=[O:15])[C@@H:12]([NH:11][C:9]([O:8][CH2:1][C:2]1[CH:3]=[CH:4][CH:5]=[CH:6][CH:7]=1)=[O:10])[CH2:16][CH:17]1[CH2:22][CH2:21][CH2:20][CH2:19][CH2:18]1)[CH3:28]. Procedure: 243 g of 2(S)-benzyloxycarbonylamino-3-cyclohexylpropionic acid (manufacture: Helvetica Chimica Acta 57. 2131(1974)) are placed in 600 ml of toluene and 900 ml of ethanol. The reaction mixture is cooled to 0° and 88.3 g of thionyl chloride are added dropwise within 30 minutes. The cooling is removed and the mixture is stirred for 18 hours. The reaction mixture is filtered and the filtrate is concentrated. The residue is separated by means of flash chromatography (2 kg of silica gel 60, 40-63 μm,... Reactants: C1COCCN1, C1COCCO1, O=C(Nc1nc(-c2ccco2)c(C(=O)C2CCOCC2)s1)c1ccc(Cl)nc1. Product: O=C(Nc1nc(-c2ccco2)c(C(=O)C2CCOCC2)s1)c1ccc(N2CCOCC2)nc1. RXN SMILES: [CH2:29]1[CH2:30][O:31][CH2:32][CH2:33][NH:34]1.[CH2:35]1[O:36][CH2:37][CH2:38][O:39][CH2:40]1.[Cl:1][c:2]1[n:3][cH:4][c:5]([C:8](=[O:9])[NH:10][c:11]2[s:12][c:13]([C:21](=[O:22])[CH:23]3[CH2:24][CH2:25][O:26][CH2:27][CH2:28]3)[c:14](-[c:16]3[o:17][cH:18][cH:19][cH:20]3)[n:15]2)[cH:6][cH:7]1>>[c:2]1([N:34]2[CH2:29][CH2:30][O:31][CH2:32][CH2:33]2)[n:3][cH:4][c:5]([C:8](=[O:9])[NH:10][c:11]2[s:12][c:13]([C:21](=[O:22])[CH:23]3[CH2:24][CH2:25][O:26][CH2:27][CH2:28]3)[c:14](-[c:16]3[o:17][cH:18][cH:19][cH:20]3)[n:15]2)[cH:6][cH:7]1. Reactants: CC1(COB(OC1)C=1C=C(C=CC1)C1=NN(N=C1)C)C (4-[3-(5,5-dimethyl-[1,3,2]dioxaborinan-2-yl)phenyl]-2-methyl-2H-[1,2,3]triazole), BrC1=CN=C2N1N=CC(=N2)C(F)(F)F (7-bromo-3-trifluoromethylimidazo[1,2-b][1,2,4]triazine), C(=O)([O-])[O-].[Na+].[Na+] (Na2CO3). The reagents and catalysts are C=1C=CC(=CC1)[P](C=2C=CC=CC2)(C=3C=CC=CC3)[Pd]([P](C=4C=CC=CC4)(C=5C=CC=CC5)C=6C=CC=CC6)([P](C=7C=CC=CC7)(C=8C=CC=CC8)C=9C=CC=CC9)[P](C=1C=CC=CC1)(C=1C=CC=CC1)C=1C=CC=CC1 (tetrakis(triphenylphosphine)palladium(0)). The solvent is COCCOC (1,2-dimethoxyethane). Yields the product CN1N=CC(=N1)C=1C=C(C=CC1)C1=CN=C2N1N=CC(=N2)C(F)(F)F (7-[3-(2-Methyl-2H-[1,2,3]triazol-4-yl)phenyl]-3-trifluoromethylimidazo[1,2-b][1,2,4]triazine). Isolated yield 33.7%. RXN SMILES: CC1(C)COB([C:8]2[CH:9]=[C:10]([C:14]3[CH:18]=[N:17][N:16]([CH3:19])[N:15]=3)[CH:11]=[CH:12][CH:13]=2)OC1.Br[C:22]1[N:26]2[N:27]=[CH:28][C:29]([C:31]([F:34])([F:33])[F:32])=[N:30][C:25]2=[N:24][CH:23]=1.C([O-])([O-])=O.[Na+].[Na+]>COCCOC.C1C=CC([P]([Pd]([P](C2C=CC=CC=2)(C2C=CC=CC=2)C2C=CC=CC=2)([P](C2C=CC=CC=2)(C2C=CC=CC=2)C2C=CC=CC=2)[P](C2C=CC=CC=2)(C2C=CC=CC=2)C2C=CC=CC=2)(C2C=CC=CC=2)C2C=CC=CC=2)=CC=1>[CH3:19][N:16]1[N:15]=[C:14]([C:10]2[CH:9]=[C:8]([C:22]3[N:26]4[N:27]=[CH:28][C:29]([C:31]([F:32])([F:33])[F:34])=[N:30][C:25]4=[N:24][CH:23]=3)[CH:13]=[CH:12][CH:11]=2)[CH:18]=[N:17]1 |f:2.3.4,^1:50,52,71,90|. Procedure: This reaction was carried out as described in Example 37, step e, using 4-[3-(5,5-dimethyl-[1,3,2]dioxaborinan-2-yl)phenyl]-2-methyl-2H-[1,2,3]triazole (190 mg, 0.7 mmol), 7-bromo-3-trifluoromethylimidazo[1,2-b][1,2,4]triazine (0.156 g, 0.585 mmol), 2 M Na2CO3 (0.70 ml) and tetrakis(triphenylphosphine)palladium(0) (0.034 g) in 1,2-dimethoxyethane (2 ml). The crude residue was purified by flash chromatography (silica gel, 50% Et2O/toluene) and crystallized from toluene to yield the title compound... Reactants: [O-]CC.[Na+] (sodium ethoxide), O1CCCC1 (tetrahydrofuran), C(C)(=O)C1=NC=C(C=C1Cl)C(F)(F)F (2-acetyl-3-chloro-5-(trifluoromethyl)pyridine), FC(C(=O)OCC)(F)F (ethyl 2,2,2-trifluoroacetate). Run in O (water). Reaction conditions: time 13 hour. Yields the product ClC=1C(=NC=C(C1)C(F)(F)F)C(CC(C(F)(F)F)=O)=O (1-(3-chloro-5-(trifluoromethyl)pyridin-2-yl)-4,4,4-trifluorobutan-1,3-dione). The yield is 98.0%. As a reaction SMILES: [O-]CC.[Na+].O1CCCC1.[C:10]([C:13]1[C:18]([Cl:19])=[CH:17][C:16]([C:20]([F:23])([F:22])[F:21])=[CH:15][N:14]=1)(=[O:12])[CH3:11].[F:24][C:25]([F:32])([F:31])[C:26](OCC)=[O:27]>O>[Cl:19][C:18]1[C:13]([C:10](=[O:12])[CH2:11][C:26](=[O:27])[C:25]([F:32])([F:31])[F:24])=[N:14][CH:15]=[C:16]([C:20]([F:22])([F:23])[F:21])[CH:17]=1 |f:0.1|. Reported procedure: 608 mg of a sodium ethoxide 21% ethanol solution was added at 0° C. to a tetrahydrofuran (dehydrated) 9 mL solution of 1 g of 2-acetyl-3-chloro-5-(trifluoromethyl)pyridine and 635 mg of ethyl 2,2,2-trifluoroacetate, followed by stirring at room temperature for 13 hours. After completion of the reaction, water was added to the reaction liquid, followed by extraction with ethyl acetate, the organic layer was dried over anhydrous sodium sulfate, and the solvent was distilled off under reduced press... The reactants are FC(C(I)(F)F)(F)F (pentafluoroiodoethane), C[Li].[Br-].[Li+] (methyllithium lithium bromide), BrC1=NC=CC(=C1)C=CC(=O)N(C)OC (3-(2-bromo-pyridin-4-yl)-N-methoxy-N-methyl-acrylamide). Conditions: time 20 minute. Product: BrC1=NC=CC(=C1)C=CC(C(C(F)(F)F)(F)F)=O (1-(2-bromo-pyridin-4-yl)-4,4,5,5,5-pentafluoro-pent-1-en-3-one). Yield: 42.4%. RXN SMILES: [F:1][C:2]([F:8])([F:7])[C:3]([F:6])([F:5])I.C[Li].[Br-].[Li+].[Br:13][C:14]1[CH:19]=[C:18]([CH:20]=[CH:21][C:22](N(OC)C)=[O:23])[CH:17]=[CH:16][N:15]=1>>[Br:13][C:14]1[CH:19]=[C:18]([CH:20]=[CH:21][C:22](=[O:23])[C:3]([F:6])([F:5])[C:2]([F:8])([F:7])[F:1])[CH:17]=[CH:16][N:15]=1 |f:1.2.3|. Procedure details: To a saturated solution of pentafluoroiodoethane (0.84 M, in diethyl ether) (73.8 mL, 62.0 mmol), was slowly added a solution of methyllithium/lithium bromide (1.5 M, in diethyl ether) (41.3 mL, 62.0 mmol) under nitrogen atmosphere at −78° C. The reaction mixture was stirred for 20 minutes and then 3-(2-bromo-pyridin-4-yl)-N-methoxy-N-methyl-acrylamide (5.6 g, 20.7 mmol, in diethyl ether/tetrahydrofuran 30.0 mL/30.0 mL) prepared in Step 2 was added thereto at −78° C. The reaction mixture was sti... The reactants are CCBr, CC(C)(C)[O-], COc1cc(O)cc(OC)c1C=O, [K+], C1CCOC1, c1ccc(P(c2ccccc2)c2ccccc2)cc1. The product is CCCc1c(OC)cc(O)cc1OC. Reaction SMILES: [CH2:1]([CH3:2])[Br:3].[CH3:23][C:24]([CH3:25])([O-:26])[CH3:27].[CH3:29][O:30][c:31]1[c:32]([CH:33]=[O:34])[c:35]([O:40][CH3:41])[cH:36][c:37]([OH:39])[cH:38]1.[K+:28].[O:42]1[CH2:43][CH2:44][CH2:45][CH2:46]1.[c:4]1([P:5]([c:6]2[cH:7][cH:8][cH:9][cH:10][cH:11]2)[c:12]2[cH:13][cH:14][cH:15][cH:16][cH:17]2)[cH:18][cH:19][cH:20][cH:21][cH:22]1>>[CH2:1]([CH3:2])[CH2:33][c:32]1[c:31]([O:30][CH3:29])[cH:38][c:37]([OH:39])[cH:36][c:35]1[O:40][CH3:41].